Dataset: the Open Reaction Database (ORD), a public repository of structured organic reaction records. Task: describe an organic reaction: reactants, conditions, products, and yield Starting materials: O1COC2=C1C=CC(=C2)[C@@H]2CC(C1=CC(=CC=C21)OCCC)=O ((S)-3-(1,3-Benzodioxol-5-yl)-2,3-dihydro-6-propoxy-1H-inden-1-one), C(OC)(OC)=O (dimethyl carbonate), sodium t-amylate. The solvent is C(C)(=O)O (acetic acid). Conditions: temperature 0 celsius. Yields the product O1COC2=C1C=CC(=C2)[C@@H]2[C@H](C(C1=CC(=CC=C21)OCCC)=O)C(=O)OC ((1S-trans)-Methyl 1-(1,3-benzodioxol-5-yl)-2,3-dihydro-3-oxo-5-propoxy-1H-indene-2-carboxylate). Isolated yield 62.0%. RXN SMILES: [O:1]1[C:5]2[CH:6]=[CH:7][C:8]([C@H:10]3[C:18]4[C:13](=[CH:14][C:15]([O:19][CH2:20][CH2:21][CH3:22])=[CH:16][CH:17]=4)[C:12](=[O:23])[CH2:11]3)=[CH:9][C:4]=2[O:3][CH2:2]1.[C:24](=O)([O:27]C)[O:25][CH3:26]>C(O)(=O)C>[O:1]1[C:5]2[CH:6]=[CH:7][C:8]([C@H:10]3[C:18]4[C:13](=[CH:14][C:15]([O:19][CH2:20][CH2:21][CH3:22])=[CH:16][CH:17]=4)[C:12](=[O:23])[C@@H:11]3[C:24]([O:25][CH3:26])=[O:27])=[CH:9][C:4]=2[O:3][CH2:2]1. Reported procedure: A 250 mL three-necked flask under nitrogen was charged with (S)-3-(1,3-Benzodioxol-5-yl)-2,3-dihydro-6-propoxy-1H-inden-1-one (6.6 g, 21.3 mmol, 90% e.e.) and dimethyl carbonate (70 mL). To the solution was added sodium t-amylate (4.7 g, 42.5 mmol) in four portions over 20 minutes to maintain the temperature below 35° C. Upon complete addition of base, stir the solution until the temperature drops to 20° C. (˜1.5 h). Cool the solution to 0° C. and add a 50% acetic acid solution (50 mL) over 15 m... Reactants: N(=O)[O-].[Na+] (NaNO2), O.O.Cl[Sn]Cl (SnCl2.2H2O), C(Cl)Cl.CO (CH2Cl2 MeOH), ClC=1C(=C(N)C=CC1)SCCCCl (3-Chloro-2-[(3-chloropropyl)sulfanyl]aniline). Solvent: O (water), Cl (HCl), Cl (HCl), C(=O)(C(F)(F)F)O (TFA). Conditions: temperature 0 celsius. Product: ClC=1C(=C(C=CC1)NN)SCCCCl (3-Chloro-2-(3′-chloropropylthio)phenyl hydrazine). The yield is 159.3%. RXN SMILES: [Cl:1][C:2]1[C:3]([S:9][CH2:10][CH2:11][CH2:12][Cl:13])=[C:4]([CH:6]=[CH:7][CH:8]=1)[NH2:5].[N:14]([O-])=O.[Na+].O.O.Cl[Sn]Cl.C(Cl)Cl.CO>C(O)(C(F)(F)F)=O.O.Cl>[Cl:1][C:2]1[C:3]([S:9][CH2:10][CH2:11][CH2:12][Cl:13])=[C:4]([NH:5][NH2:14])[CH:6]=[CH:7][CH:8]=1 |f:1.2,3.4.5,6.7|. Reported procedure: 3-Chloro-2-[(3-chloropropyl)sulfanyl]aniline (4.2 g, 15.4 mmol) was dissolved in TFA (24 mL) at 23° C. With stirring concentrated HCl (24 mL) was added. This mixture was cooled in an ice bath. A solution of NaNO2 (1.17 g, 10 mmol) in water (6 mL) was added dropwise over 10 min. The internal temperature of the reaction was maintained at <5° C. during this addition, and then maintained at 0° C. for 1 h at which time it was transfered via cannula over 10 min to a stirred solution (8 mL) of SnCl2.2H... Reactants: ClC=1C=CC(=C(C1)N1CC(NCC1)C)OC (1-(5-Chloro-2-methoxy-phenyl)-3-methyl-piperazine), C(C)(=O)O[BH-](OC(C)=O)OC(C)=O.[Na+] (sodium triacetoxyborohydride), C12C(CC(C=C1)C2)C=O (5-Norbornene-2-carboxaldehyde). Solvent: ClCCCl (1,2-dichloroethane). Conditions: time 8 hour. Product: C12C(CC(C=C1)C2)CN2C(CN(CC2)C2=C(C=CC(=C2)Cl)OC)C (1-bicyclo[2.2.1]hept-5-en-2-ylmethyl-4-(5-chloro-2-methoxy-phenyl)-2-methyl-piperazine), mono-TFA. RXN SMILES: [Cl:1][C:2]1[CH:3]=[CH:4][C:5]([O:15][CH3:16])=[C:6]([N:8]2[CH2:13][CH2:12][NH:11][CH:10]([CH3:14])[CH2:9]2)[CH:7]=1.[CH:17]12[CH2:23][CH:20]([CH:21]=[CH:22]1)[CH2:19][CH:18]2[CH:24]=O.C(O[BH-](OC(=O)C)OC(=O)C)(=O)C.[Na+]>ClCCCl>[CH:17]12[CH2:23][CH:20]([CH:21]=[CH:22]1)[CH2:19][CH:18]2[CH2:24][N:11]1[CH2:12][CH2:13][N:8]([C:6]2[CH:7]=[C:2]([Cl:1])[CH:3]=[CH:4][C:5]=2[O:15][CH3:16])[CH2:9][CH:10]1[CH3:14] |f:2.3|. Procedure: 48 mg (0.2 mmol) of 1-(5-Chloro-2-methoxy-phenyl)-3-methyl-piperazine was dissolved in 1.5 mL anhydrous 1,2-dichloroethane. 5-Norbornene-2-carboxaldehyde (25 mg, 0.2 mmol) was added, followed by followed by 63 mg (0.3 mmol) sodium triacetoxyborohydride [NaBH(OAc)3]. The reaction was stirred overnight, then quenched with 1.0 mL DMSO:methanol (1:1). The reaction mixture was filtered and purified by reverse-phase HPLC (2-99CH3CN in 0.085% TFA (aq), 50 mL/min, 2.0 mL injected), and the product 1-bic... The reactants are BrC1=CC=C(OCCCN(CCN2C(C3=CC=CC=C3C=C2)=O)CC2=CC=NC=C2)C=C1 (2-(2-{[3-(4-Bromophenoxy)propyl]pyridin-4-ylmethylamino}ethyl)-2H-isoquinolin-1-one), N1C(CCC1)=O (2-pyrrolidone), C([O-])([O-])=O.[K+].[K+] (potassium carbonate), CNCCNC (N,N′-dimethyl ethylenediamine), Cl (hydrochloric acid). The reagents and catalysts are [Cu](I)I (copper iodide). Solvent: C1(=CC=CC=C1)C (toluene), C(C)O (ethanol). Reaction conditions: temperature 100 celsius, time 12 hour. Product: Cl.Cl.O=C1N(CCC1)C1=CC=C(OCCCN(CCN2C(C3=CC=CC=C3C=C2)=O)CC2=CC=NC=C2)C=C1 (2-[2-({3-[4-(2-oxopyrrolidin-1-yl)phenoxy]propyl}pyridin-4-ylmethylamino)ethyl]-2H-isoquinolin-1-one dihydrochloride). Reaction SMILES: Br[C:2]1[CH:32]=[CH:31][C:5]([O:6][CH2:7][CH2:8][CH2:9][N:10]([CH2:24][C:25]2[CH:30]=[CH:29][N:28]=[CH:27][CH:26]=2)[CH2:11][CH2:12][N:13]2[CH:22]=[CH:21][C:20]3[C:15](=[CH:16][CH:17]=[CH:18][CH:19]=3)[C:14]2=[O:23])=[CH:4][CH:3]=1.[NH:33]1[CH2:37][CH2:36][CH2:35][C:34]1=[O:38].C(=O)([O-])[O-].[K+].[K+].CNCCNC.[ClH:51]>[Cu](I)I.C(O)C.C1(C)C=CC=CC=1>[ClH:51].[ClH:51].[O:38]=[C:34]1[CH2:35][CH2:36][CH2:37][N:33]1[C:2]1[CH:32]=[CH:31][C:5]([O:6][CH2:7][CH2:8][CH2:9][N:10]([CH2:24][C:25]2[CH:30]=[CH:29][N:28]=[CH:27][CH:26]=2)[CH2:11][CH2:12][N:13]2[CH:22]=[CH:21][C:20]3[C:15](=[CH:16][CH:17]=[CH:18][CH:19]=3)[C:14]2=[O:23])=[CH:4][CH:3]=1 |f:2.3.4,10.11.12|. Procedure: 2-(2-{[3-(4-Bromophenoxy)propyl]pyridin-4-ylmethylamino}ethyl)-2H-isoquinolin-1-one(500 mg), 2-pyrrolidone(0.228 ml), potassium carbonate(415 mg), copper iodide (I) (190 mg), and N,N′-dimethyl ethylenediamine(0.39 ml) were added to toluene(5 ml). The mixture was stirred at 100° C. for 12 hours under nitrogen atmosphere. The reaction mixture was cooled to room temperature. After adding aqueous ammonia, extraction was performed using ethyl acetate. The organic layer was washed with saturated salin...